This data is from the Open Reaction Database (ORD), a public repository of structured organic reaction records. The task is: describe an organic reaction: reactants, conditions, products, and yield Starting materials: OC(COCOC)C=1SC=CN1 (2-(1-hydroxy-2-(methoxymethoxy)ethyl)thiazole), CC(C)(C)[Si](C)(C)Cl (TBSCl), C1CCC2=NCCCN2CC1 (DBU). Solvent: C1CCOC1 (THF), O (water). Conditions: time 8 hour. Product: O([Si](C)(C)C(C)(C)C)C(COCOC)C=1SC=CN1 (2-(1-(t-butyldimethylsiloxy)-2-(methoxymethoxy)ethyl)thiazole). Yield: 70.9%. Reaction SMILES: [OH:1][CH:2]([C:8]1[S:9][CH:10]=[CH:11][N:12]=1)[CH2:3][O:4][CH2:5][O:6][CH3:7].[CH3:13][C:14]([Si:17](Cl)([CH3:19])[CH3:18])([CH3:16])[CH3:15].C1CCN2C(=NCCC2)CC1>C1COCC1.O>[O:1]([CH:2]([C:8]1[S:9][CH:10]=[CH:11][N:12]=1)[CH2:3][O:4][CH2:5][O:6][CH3:7])[Si:17]([C:14]([CH3:16])([CH3:15])[CH3:13])([CH3:19])[CH3:18]. Reported procedure: A mixture of 2-(1-hydroxy-2-(methoxymethoxy)ethyl)thiazole (0.93 mmol, 0.18 g), TBSCl (1.1 mmol, 0.17 g) and DBU (1.1 mmol, 0.16 mL) in THF (1 mL) was stirred at rt overnight. The reaction was diluted with water and extracted with ethyl ether, dried (MgSO4), filtered and concentrated. The residue was subjected to flash chromatography (10% ethyl acetate/hexane) to afford 0.20 g (70%) of 2-(1-(t-butyldimethylsiloxy)-2-(methoxymethoxy)ethyl)thiazole. Reactants: C[Si](Cl)(C)C (trimethylchlorosilane), OC=1C=C(C=CC1N)C1=CC(=C(C=C1)N)O (3,3'-dihydroxy-4,4'-diaminobiphenyl), COC=1C=C(C=CC1N)C1=CC(=C(C=C1)N)OC (3,3'-dimethoxy-4,4'-diaminobiphenyl), I (hydrogen iodide). Solvent: O1CCCC1 (tetrahydrofuran), C(C)N(CC)CC (triethylamine). Yields the product C[Si](OC=1C=C(C=CC1N[Si](C)(C)C)C1=CC(=C(C=C1)N[Si](C)(C)C)O[Si](C)(C)C)(C)C (3,3'-bis(trimethylsiloxy)-4,4'-bis(trimethylsilylamino)biphenyl). As a reaction SMILES: [OH:1][C:2]1[CH:3]=[C:4]([C:9]2[CH:14]=[CH:13][C:12]([NH2:15])=[C:11]([OH:16])[CH:10]=2)[CH:5]=[CH:6][C:7]=1[NH2:8].COC1C=C(C2C=CC(N)=C(OC)C=2)C=CC=1N.I.[CH3:36][Si:37]([CH3:40])([CH3:39])Cl>O1CCCC1.C(N(CC)CC)C>[CH3:36][Si:37]([CH3:40])([CH3:39])[O:1][C:2]1[CH:3]=[C:4]([C:9]2[CH:14]=[CH:13][C:12]([NH:15][Si:37]([CH3:40])([CH3:39])[CH3:36])=[C:11]([O:16][Si:37]([CH3:40])([CH3:39])[CH3:36])[CH:10]=2)[CH:5]=[CH:6][C:7]=1[NH:8][Si:37]([CH3:40])([CH3:39])[CH3:36]. Reported procedure: 0.540 g 3,3'-dihydroxy-4,4'-diaminobiphenyl (synthesized from 3,3'-dimethoxy-4,4'-diaminobiphenyl using hydrogen iodide by the known method) and 1.52 g triethylamine were dissolved in 16 mL dry tetrahydrofuran. 1.63 g trimethylchlorosilane was then added dropwise followed by heating under reflux for 72 hours. Operating in an argon atmosphere, the salt was filtered off and the solvent, etc., was removed under reduced pressure to yield 3,3'-bis(trimethylsiloxy)-4,4'-bis(trimethylsilylamino)bipheny... Reactants: ClC=1C=CC(=C(C1)C1=CC(N(C=C1)C(C(=O)O)C)=O)C#N (2-[4-(5-Chloro-2-cyanophenyl)-2-oxopyridin-1(2H)-yl]propanoic acid), N1C=NC2=C1C=C(C=C2)N (1H-benzimidazole-6-amine). Yields the product N1C=NC2=C1C=C(C=C2)NC(C(C)N2C(C=C(C=C2)C2=C(C=CC(=C2)Cl)C#N)=O)=O (N-(1H-Benzimidazol-6-yl)-2-[4-(5-chloro-2-cyanophenyl)-2-oxopyridin-1(2H)-yl]propanamide). RXN SMILES: [Cl:1][C:2]1[CH:3]=[CH:4][C:5]([C:20]#[N:21])=[C:6]([C:8]2[CH:13]=[CH:12][N:11]([CH:14]([CH3:18])[C:15]([OH:17])=O)[C:10](=[O:19])[CH:9]=2)[CH:7]=1.[NH:22]1[C:26]2[CH:27]=[C:28]([NH2:31])[CH:29]=[CH:30][C:25]=2[N:24]=[CH:23]1>>[NH:22]1[C:26]2[CH:27]=[C:28]([NH:31][C:15](=[O:17])[CH:14]([N:11]3[CH:12]=[CH:13][C:8]([C:6]4[CH:7]=[C:2]([Cl:1])[CH:3]=[CH:4][C:5]=4[C:20]#[N:21])=[CH:9][C:10]3=[O:19])[CH3:18])[CH:29]=[CH:30][C:25]=2[N:24]=[CH:23]1. Reported procedure: 65 mg (purity 83%, 0.18 mmol) of 2-[4-(5-chloro-2-cyanophenyl)-2-oxopyridin-1(2H)-yl]propanoic acid (racemate) (Example 2.2B) and 26 mg (0.20 mmol) of 1H-benzimidazole-6-amine were reacted according to General Method 1. Yield: 11 mg (15% of theory) Reactants: BrCC1OCCO1 (2-Bromomethyl-1,3-dioxolane), C(CCC)N (n-butylamine), [OH-].[Na+] (sodium hydroxide). Solvent: O (water). Conditions: temperature 100 celsius, time 30 minute. Product: C(CCC)NCC1OCCO1 (N-n-butyl-N-(1,3-dioxolan-2-ylmethyl)amine). As a reaction SMILES: Br[CH2:2][CH:3]1[O:7][CH2:6][CH2:5][O:4]1.[CH2:8]([NH2:12])[CH2:9][CH2:10][CH3:11].[OH-].[Na+]>O>[CH2:8]([NH:12][CH2:2][CH:3]1[O:7][CH2:6][CH2:5][O:4]1)[CH2:9][CH2:10][CH3:11] |f:2.3|. Reported procedure: 2-Bromomethyl-1,3-dioxolane (20 grams) and n-butylamine (120 ml) were charged into a glass reaction vessel equipped with a mechanical stirrer, thermometer and reflux condenser. The reaction mixture was heated at a temperature of about 100° C. for a period of about 3 hours. After this time sodium hydroxide (10 grams) dissolved in water (100 ml) was added and the resulting mixture was stirred for a period of about 30 minutes. The reaction mixture was then extracted with ether and the ether solutio... The reactants are CCNCc1cccc(C)n1, COc1ccc(N(CC(=O)O)S(=O)(=O)c2ccccc2C)cn1. Yields the product CCN(Cc1cccc(C)n1)C(=O)CN(c1ccc(OC)nc1)S(=O)(=O)c1ccccc1C. RXN SMILES: [CH2:24]([CH3:25])[NH:26][CH2:27][c:28]1[n:29][c:30]([CH3:34])[cH:31][cH:32][cH:33]1.[CH3:1][O:2][c:3]1[cH:4][cH:5][c:6]([N:9]([S:10](=[O:11])(=[O:12])[c:13]2[c:14]([CH3:19])[cH:15][cH:16][cH:17][cH:18]2)[CH2:20][C:21](=[O:22])[OH:23])[cH:7][n:8]1>>[CH3:1][O:2][c:3]1[cH:4][cH:5][c:6]([N:9]([S:10](=[O:11])(=[O:12])[c:13]2[c:14]([CH3:19])[cH:15][cH:16][cH:17][cH:18]2)[CH2:20][C:21](=[O:22])[N:26]([CH2:24][CH3:25])[CH2:27][c:28]2[n:29][c:30]([CH3:34])[cH:31][cH:32][cH:33]2)[cH:7][n:8]1.